From a dataset of the Open Reaction Database (ORD), a public repository of structured organic reaction records. describe an organic reaction: reactants, conditions, products, and yield Reactants: C1(=CC=CC=C1)C=1C=CC=2N(N1)C(=NN2)CNC2=C(C=NC=C2)N (N4-((6-phenyl-[1,2,4]triazolo[4,3-b]pyridazin-3-yl)methyl)pyridine-3,4-diamine), C(OCC)(OCC)OCC (triethyl orthoformate), CC=1C=CC(=CC1)S(=O)(=O)O (p-TsOH). Conditions: temperature 60 celsius. Yields the product N1(C=NC=2C=NC=CC21)CC2=NN=C1N2N=C(C=C1)C1=CC=CC=C1 (3-((1H-imidazo[4,5-c]pyridin-1-yl)methyl)-6-phenyl-[1,2,4]triazolo[4,3-b]pyridazine). RXN SMILES: [C:1]1([C:7]2[CH:8]=[CH:9][C:10]3[N:11]([C:13]([CH2:16][NH:17][C:18]4[CH:23]=[CH:22][N:21]=[CH:20][C:19]=4[NH2:24])=[N:14][N:15]=3)[N:12]=2)[CH:6]=[CH:5][CH:4]=[CH:3][CH:2]=1.[CH:25](OCC)(OCC)OCC.CC1C=CC(S(O)(=O)=O)=CC=1>>[N:17]1([CH2:16][C:13]2[N:11]3[N:12]=[C:7]([C:1]4[CH:2]=[CH:3][CH:4]=[CH:5][CH:6]=4)[CH:8]=[CH:9][C:10]3=[N:15][N:14]=2)[C:18]2[CH:23]=[CH:22][N:21]=[CH:20][C:19]=2[N:24]=[CH:25]1. Procedure: A mixture of N4-((6-phenyl-[1,2,4]triazolo[4,3-b]pyridazin-3-yl)methyl)pyridine-3,4-diamine (0.0650 g, 0.20 mmol), triethyl orthoformate (5.0 ml, 30 mmol), and p-TsOH (0.0039 g, 0.020 mmol) was heated at 60° C. After 2 h reaction is complete. Reaction was concentrated. Took up in DMSO and purified on RPHPLC. Fractions containing product were treated with 9% sodium carbonate and volatiles removed. Collected product by filtration. MS m/z=328.1 [M+1]+. Calc'd for C18H13N7: 327.3. Starting materials: O1COC2=C1C=CC(=C2)C2=NN=C(C1=CC(=CC=C21)OC)Cl (4-(1,3-benzodioxol-5-yl)-1-chloro-7-methoxyphthalazine), NC1CCN(CC1)CC1=CC2=CC=CC=C2C=C1 (4-amino-1-(naphthalen-2-ylmethyl)piperidine). Product: Cl.Cl.O1COC2=C1C=CC(=C2)C2=NN=C(C1=CC(=CC=C21)OC)NC2CCN(CC2)CC2=CC1=CC=CC=C1C=C2 (4-(1,3-Benzodioxol-5-yl)-7-methoxy-N-[1-(naphthalen-2-ylmethyl)piperidin-4-yl]phthalazin-1-amine dihydrochloride). RXN SMILES: [O:1]1[C:5]2[CH:6]=[CH:7][C:8]([C:10]3[C:19]4[C:14](=[CH:15][C:16]([O:20][CH3:21])=[CH:17][CH:18]=4)[C:13]([Cl:22])=[N:12][N:11]=3)=[CH:9][C:4]=2[O:3][CH2:2]1.[NH2:23][CH:24]1[CH2:29][CH2:28][N:27]([CH2:30][C:31]2[CH:40]=[CH:39][C:38]3[C:33](=[CH:34][CH:35]=[CH:36][CH:37]=3)[CH:32]=2)[CH2:26][CH2:25]1>>[ClH:22].[ClH:22].[O:1]1[C:5]2[CH:6]=[CH:7][C:8]([C:10]3[C:19]4[C:14](=[CH:15][C:16]([O:20][CH3:21])=[CH:17][CH:18]=4)[C:13]([NH:23][CH:24]4[CH2:25][CH2:26][N:27]([CH2:30][C:31]5[CH:40]=[CH:39][C:38]6[C:33](=[CH:34][CH:35]=[CH:36][CH:37]=6)[CH:32]=5)[CH2:28][CH2:29]4)=[N:12][N:11]=3)=[CH:9][C:4]=2[O:3][CH2:2]1 |f:2.3.4|. Procedure details: This compound is obtained according to the procedure described in 1.4. by reacting 4-(1,3-benzodioxol-5-yl)-1-chloro-7-methoxyphthalazine with 4-amino-1-(naphthalen-2-ylmethyl)piperidine. By treatment with a solution of hydrogen chloride in diethyl ether, a precipitate forms, which is filtered off, washed with diethyl ether and dried under reduced pressure. The hydrochloride obtained is in the form of a white solid. Reactants: S(O)(O)(=O)=O (sulfuric acid), COC(C1=NN(C2=C1CCC2)C2=C(C=C(C#N)C=C2)C(F)(F)F)OC (4-(3-dimethoxymethyl-5,6-dihydro-4H-cyclopentapyrazol-1-yl)-3-trifluoromethylbenzonitrile). Run in ClCCl (dichloromethane), ClCCl (dichloromethane). Reaction conditions: time 20 hour. Product: C(=O)C1=NN(C2=C1CCC2)C2=C(C=C(C#N)C=C2)C(F)(F)F (4-(3-formyl-5,6-dihydro-4H-cyclopentapyrazol-1-yl)-3-trifluoromethylbenzonitrile). Reaction SMILES: S(=O)(=O)(O)O.C[O:7][CH:8](OC)[C:9]1[C:13]2[CH2:14][CH2:15][CH2:16][C:12]=2[N:11]([C:17]2[CH:24]=[CH:23][C:20]([C:21]#[N:22])=[CH:19][C:18]=2[C:25]([F:28])([F:27])[F:26])[N:10]=1>ClCCl>[CH:8]([C:9]1[C:13]2[CH2:14][CH2:15][CH2:16][C:12]=2[N:11]([C:17]2[CH:24]=[CH:23][C:20]([C:21]#[N:22])=[CH:19][C:18]=2[C:25]([F:28])([F:26])[F:27])[N:10]=1)=[O:7]. Reported procedure: 4.7 mL (12.2 mmol) of sulfuric acid is added dropwise with stirring to a suspension of 32 g of silica gel in 175 mL of dichloromethane. Then 4.3 g (12.2 mmol) of 4-(3-dimethoxymethyl-5,6-dihydro-4H-cyclopentapyrazol-1-yl)-3-trifluoromethylbenzonitrile in 75 mL of dichloromethane is added and the mixture is stirred for 20 hours at ambient temperature. The silica gel is filtered off and the solution is concentrated. Yield: 3.7 g (99%). Reactants: N1(CCCC1)C(=O)C1=CC=C(S1)C1=CC=C(C(=O)O)C=C1 (4-[5-(Pyrrolidine-1-carbonyl)-thiophen-2-yl]-benzoic acid), CCN(C(C)C)C(C)C (DIEA), N1[C@@H](CCC1)CN1CCCC1 ((S)(+)-1-(2-pyrrolidinylmethyl)pyrrolidine), CCN=C=NCCCN(C)C.Cl (EDC-HCl), C=1C=CC2=C(C1)N=NN2O (HOBt). Solvent: CN(C)C=O.ClCCl (DMF dichloromethane). Product: N1(CCCC1)C(=O)C1=CC=C(S1)C1=CC=C(C=C1)C(=O)N1[C@@H](CCC1)CN1CCCC1 ({4-[5-(Pyrrolidine-1-carbonyl)-thiophen-2-yl]-phenyl}-(2(S)-pyrrolidin-1-ylmethyl-pyrrolidin-1-yl)-methanone). The yield is 57.1%. As a reaction SMILES: [N:1]1([C:6]([C:8]2[S:12][C:11]([C:13]3[CH:21]=[CH:20][C:16]([C:17](O)=[O:18])=[CH:15][CH:14]=3)=[CH:10][CH:9]=2)=[O:7])[CH2:5][CH2:4][CH2:3][CH2:2]1.CCN=C=NCCCN(C)C.Cl.C1C=CC2N(O)N=NC=2C=1.CCN(C(C)C)C(C)C.[NH:53]1[CH2:57][CH2:56][CH2:55][C@H:54]1[CH2:58][N:59]1[CH2:63][CH2:62][CH2:61][CH2:60]1>CN(C=O)C.ClCCl>[N:1]1([C:6]([C:8]2[S:12][C:11]([C:13]3[CH:21]=[CH:20][C:16]([C:17]([N:53]4[CH2:57][CH2:56][CH2:55][C@H:54]4[CH2:58][N:59]4[CH2:63][CH2:62][CH2:61][CH2:60]4)=[O:18])=[CH:15][CH:14]=3)=[CH:10][CH:9]=2)=[O:7])[CH2:2][CH2:3][CH2:4][CH2:5]1 |f:1.2,6.7|. Procedure details: The title compound is prepared in a manner substantially analogous to General Procedure D in 5 mL 20% DMF/dichloromethane using 4-[5-(Pyrrolidine-1-carbonyl)-thiophen-2-yl]-benzoic acid (121 mg, 0.40 mmol), EDC-HCl (115 mg, 0.60 mmol), HOBt (81 mg, 0.60 mmol), DIEA (0.17 mL, 1.0 mmol) and (S)(+)-1-(2-pyrrolidinylmethyl)pyrrolidine (52 mg, 0.34 mmol) to give the title compound (85 mg, 57% yield). MS (ES+) 438.3 (M+H)+ The reactants are C([O-])([O-])=O.[Na+].[Na+] (sodium carbonate), CC(=O)CC(=O)O (diacetate), BrC1=NC2=C(N1[C@H]1[C@H](OC(C)=O)[C@H](OC(C)=O)[C@H](O1)C)C=C(C(=C2)Cl)Cl (2-Bromo-5,6-dichloro-1-(2,3-di-O-acetyl-5deoxy-beta-D-ribofuranosyl)-1H-benzimidazole). Run in O (water), hexanes, CO (methanol), C(C)O (ethanol). Run at time 17 hour. The product is BrC1=NC2=C(N1[C@H]1[C@H](O)[C@H](O)[C@H](O1)C)C=C(C(=C2)Cl)Cl (2-Bromo-5,6-dichloro-1-(5-deoxy-beta-D-ribofuranosyl)-1H-benzimidazole). Yield: 47.5%. Reaction SMILES: [Br:1][C:2]1[N:6]([C@@H:7]2[O:19][C@H:18]([CH3:20])[C@@H:13]([O:14]C(=O)C)[C@H:8]2[O:9]C(=O)C)[C:5]2[CH:21]=[C:22]([Cl:26])[C:23]([Cl:25])=[CH:24][C:4]=2[N:3]=1.C(=O)([O-])[O-].[Na+].[Na+].CC(CC(O)=O)=O>C(O)C.CO.O>[Br:1][C:2]1[N:6]([C@@H:7]2[O:19][C@H:18]([CH3:20])[C@@H:13]([OH:14])[C@H:8]2[OH:9])[C:5]2[CH:21]=[C:22]([Cl:26])[C:23]([Cl:25])=[CH:24][C:4]=2[N:3]=1 |f:1.2.3|. Procedure details: 2-Bromo-5,6-dichloro-1-(2,3-di-O-acetyl-5deoxy-beta-D-ribofuranosyl)-1H-benzimidazole (7.70 g, 16.52 mmol) was dissolved in ethanol (100 mL) and methanol (100 mL). A solution of sodium carbonate (1.75 g, 16.52 mmol) in water (30 mL) was added to the diacetate solution. The resulting mixture was stirred at rt for 17 h. The reaction mixture was concentrated, dissolved in ethyl acetate (125 mL) and extracted with water (3×50 mL). The ethyl acetate layer was dried with magnesium sulfate (anhyd), fil... Starting materials: CCOC(C)=O, Cn1c(C(F)(F)F)cc(=O)n(-c2cc(C=O)c(Cl)cc2F)c1=O, CC(C)OP(=O)(OC(C)C)C(Cl)P(=O)(OC(C)C)OC(C)C, [H-], [Na+], C1CCOC1, O. The product is CC(C)OP(=O)(OC(C)C)C(Cl)=Cc1cc(-n2c(=O)cc(C(F)(F)F)n(C)c2=O)c(F)cc1Cl. RXN SMILES: [CH3:54][CH2:55][O:56][C:57](=[O:58])[CH3:59].[Cl:25][c:26]1[c:27]([CH:28]=[O:29])[cH:30][c:31](-[n:35]2[c:36](=[O:47])[n:37]([CH3:46])[c:38]([C:42]([F:43])([F:44])[F:45])[cH:39][c:40]2=[O:41])[c:32]([F:34])[cH:33]1.[Cl:3][CH:4]([P:5]([O:6][CH:7]([CH3:8])[CH3:9])(=[O:10])[O:11][CH:12]([CH3:13])[CH3:14])[P:15]([O:16][CH:17]([CH3:18])[CH3:19])(=[O:20])[O:21][CH:22]([CH3:23])[CH3:24].[H-:1].[Na+:2].[O:49]1[CH2:50][CH2:51][CH2:52][CH2:53]1.[OH2:48]>>[Cl:3][C:4]([P:15]([O:16][CH:17]([CH3:18])[CH3:19])(=[O:20])[O:21][CH:22]([CH3:23])[CH3:24])=[CH:28][c:27]1[c:26]([Cl:25])[cH:33][c:32]([F:34])[c:31](-[n:35]2[c:36](=[O:47])[n:37]([CH3:46])[c:38]([C:42]([F:43])([F:44])[F:45])[cH:39][c:40]2=[O:41])[cH:30]1. The reactants are C(N)(=O)C1=CC=CC=2NC(=NC21)C2N(C1=CC=CC=C1C2)C(=O)OCC2=CC=CC=C2 (benzyl 2-(4-carbamoyl-1H-benzo[d]imidazol-2-yl)indoline-1-carboxylate). The reagents and catalysts are [Pd] (Pd/C). Run in C(C)(=O)OCC (ethyl acetate). Conditions: time 2 hour. Product: N1C(CC2=CC=CC=C12)C1=NC2=C(N1)C=CC=C2C(=O)N (2-(indolin-2-yl)-1H-benzo[d]imidazole-4-carboxamide). Reaction SMILES: [C:1]([C:4]1[C:12]2[N:11]=[C:10]([CH:13]3[CH2:21][C:20]4[C:15](=[CH:16][CH:17]=[CH:18][CH:19]=4)[N:14]3C(OCC3C=CC=CC=3)=O)[NH:9][C:8]=2[CH:7]=[CH:6][CH:5]=1)(=[O:3])[NH2:2]>C(OCC)(=O)C.[Pd]>[NH:14]1[C:15]2[C:20](=[CH:19][CH:18]=[CH:17][CH:16]=2)[CH2:21][CH:13]1[C:10]1[NH:9][C:8]2[CH:7]=[CH:6][CH:5]=[C:4]([C:1]([NH2:2])=[O:3])[C:12]=2[N:11]=1. Reported procedure: To a solution of benzyl 2-(4-carbamoyl-1H-benzo[d]imidazol-2-yl)indoline-1-carboxylate (800 mg, 1.94 mmol) in ethyl acetate (50 ml) was added 10% Pd/C (80 mg) and the reaction mixture was degassed and stirred under H2 at 1 atmospheric pressure for 2 h at RT. The reaction mixture was filtered, the filtrate concentrated and the crude product was further triturated with ether to afford 2-(indolin-2-yl)-1H-benzo[d]imidazole-4-carboxamide. MS (ES+): m/z 279.1 [M+H]+